From a dataset of the Open Reaction Database (ORD), a public repository of structured organic reaction records. describe an organic reaction: reactants, conditions, products, and yield Reactants: O=C(O)C(=O)N1CCC(Cc2ccccc2)CC1, CCOCC, Nc1ccc2cn[nH]c2c1. The product is O=C(Nc1ccc2cn[nH]c2c1)C(=O)N1CCC(Cc2ccccc2)CC1. RXN SMILES: [CH2:11]([c:12]1[cH:13][cH:14][cH:15][cH:16][cH:17]1)[CH:18]1[CH2:19][CH2:20][N:21]([C:24]([C:25](=[O:26])[OH:27])=[O:28])[CH2:22][CH2:23]1.[CH2:29]([O:30][CH2:31][CH3:32])[CH3:33].[NH2:1][c:2]1[cH:3][cH:4][c:5]2[cH:6][n:7][nH:8][c:9]2[cH:10]1>>[NH:1]([c:2]1[cH:3][cH:4][c:5]2[cH:6][n:7][nH:8][c:9]2[cH:10]1)[C:25]([C:24]([N:21]1[CH2:20][CH2:19][CH:18]([CH2:11][c:12]2[cH:13][cH:14][cH:15][cH:16][cH:17]2)[CH2:23][CH2:22]1)=[O:28])=[O:26]. Reactants: COC(=O)c1cnc(Cl)cn1, Oc1ccccc1F, [H-], [Na+], CN(C)C=O, O. Product: COC(=O)c1cnc(Oc2ccccc2F)cn1. As a reaction SMILES: [CH3:11][O:12][C:13](=[O:14])[c:15]1[n:16][cH:17][c:18]([Cl:21])[n:19][cH:20]1.[F:1][c:2]1[c:3]([OH:8])[cH:4][cH:5][cH:6][cH:7]1.[H-:10].[Na+:9].[O:23]=[CH:24][N:25]([CH3:26])[CH3:27].[OH2:22]>>[F:1][c:2]1[c:3]([O:8][c:18]2[cH:17][n:16][c:15]([C:13]([O:12][CH3:11])=[O:14])[cH:20][n:19]2)[cH:4][cH:5][cH:6][cH:7]1. Reactants: Cl (hydrochloric acid), C(C)OC(=O)C(C)OC1=NN(C=N1)C1=CC=CC=C1 (3-(1-ethoxycarbonylethoxy)-1-phenyl-1,2,4-1H-triazole), [OH-].[K+] (potassium hydroxide), ice water. Run in C(C)O (ethanol). Yields the product C(=O)(O)C(C)OC1=NN(C=N1)C1=CC=CC=C1 (3-(1-carboxyethoxy)-1-phenyl-1,2,4-1H-triazole). As a reaction SMILES: C([O:3][C:4]([CH:6]([O:8][C:9]1[N:13]=[CH:12][N:11]([C:14]2[CH:19]=[CH:18][CH:17]=[CH:16][CH:15]=2)[N:10]=1)[CH3:7])=[O:5])C.[OH-].[K+].Cl>C(O)C>[C:4]([CH:6]([O:8][C:9]1[N:13]=[CH:12][N:11]([C:14]2[CH:19]=[CH:18][CH:17]=[CH:16][CH:15]=2)[N:10]=1)[CH3:7])([OH:5])=[O:3] |f:1.2|. Procedure details: A 2.5 g portion of the compound of Example 1 and 2.2 g of potassium hydroxide were added to 50 ml of ethanol, and the mixture was refluxed for 3 hours. It was then poured into ice-water and the mixture was made acid with concentrated hydrochloric acid. The solid was collected and crystallized from ethanol to obtain 0.9 g of the desired product, m.p. 140°-142°. The reactants are NC1=NNC(=C1)C (3-amino-5-methyl-1H-pyrazole), Cl.C(CC)(OCC)=N (ethyl propionimidate hydrochloride). Solvent: C(C)#N (acetonitrile). Reaction conditions: time 1 hour. Product: Cl.CC1=CC(=NN1)NC(CC)=N (N-(5-Methyl-1H-pyrazol-3-yl)propionamidine hydrochloride). Reaction SMILES: [NH2:1][C:2]1[CH:6]=[C:5]([CH3:7])[NH:4][N:3]=1.[ClH:8].[C:9](=[NH:15])(OCC)[CH2:10][CH3:11]>C(#N)C>[ClH:8].[CH3:7][C:5]1[NH:4][N:3]=[C:2]([NH:1][C:9](=[NH:15])[CH2:10][CH3:11])[CH:6]=1 |f:1.2,4.5|. Reported procedure: A 13.8 g portion of 3-amino-5-methyl-1H-pyrazole was dissolved in 52 ml of acetonitrile, and 22.0 g of ethyl propionimidate hydrochloride was added to the above solution with cooling on an ice bath. The resulting mixture was stirred for 1 hour at the same temperature and then overnight at room temperature. The reactants are C(Cl)(Cl)Cl.CO.C(C)(=O)O (chloroform methanol acetic acid), C(C1=CC=CC=C1)OC(CNC([C@@H](NC(C)=O)CC1=CC=C(C=C1)[N+](=O)[O-])=O)=O (Nα -Acetyl-p-Nitro-L-Phenylalanyl-Glycine Benzyl Ester), amine. Reagents/catalysts: [Pt](=O)=O (Platinum dioxide). Solvent: CO (methanol). Yields the product C(C1=CC=CC=C1)OC(CNC([C@@H](NC(C)=O)CC1=CC=C(C=C1)N)=O)=O (Nα -Acetyl-p-Amino-L-Phenylalanyl-Glycine Benzyl Ester). As a reaction SMILES: [CH2:1]([O:8][C:9](=[O:29])[CH2:10][NH:11][C:12](=[O:28])[C@H:13]([CH2:18][C:19]1[CH:24]=[CH:23][C:22]([N+:25]([O-])=O)=[CH:21][CH:20]=1)[NH:14][C:15](=[O:17])[CH3:16])[C:2]1[CH:7]=[CH:6][CH:5]=[CH:4][CH:3]=1.C(Cl)(Cl)Cl.CO.C(O)(=O)C>CO.[Pt](=O)=O>[CH2:1]([O:8][C:9](=[O:29])[CH2:10][NH:11][C:12](=[O:28])[C@H:13]([CH2:18][C:19]1[CH:24]=[CH:23][C:22]([NH2:25])=[CH:21][CH:20]=1)[NH:14][C:15](=[O:17])[CH3:16])[C:2]1[CH:7]=[CH:6][CH:5]=[CH:4][CH:3]=1 |f:1.2.3|. Procedure details: Compound 14 (267 mg, 0.67 mmol) was dissolved in methanol (50 ml). Platinum dioxide (3% of weight of peptide) was added, and the mixture was hydrogenated at atmospheric pressure. After 4 hours TLC (chloroform/methanol/acetic acid: 85/10/5) showed a clean conversion to the amine. The catalyst was separated by decantation, and the solvent was removed under reduced pressure. Compound 15 was obtained in nearly quantitative yield as a glassy solid. The reactants are (CH3)--C18H37, CCCCCC (Hexane), C(C=C)C[SiH](Cl)Cl (Allylmethyldichlorosilane), C(CCCCCCCCCCCCCCCCC)[Mg]Cl (octadecylmagnesium chloride). Solvent: O1CCCC1 (THF), O1CCCC1 (tetrahydrofuran). Yields the product C[SiH](Cl)CCCCCCCCCCCCCCCCCC (methyl octadecyl-chlorosilane). Reaction SMILES: C([CH2:4][SiH:5](Cl)[Cl:6])C=C.[CH2:8]([Mg]Cl)[CH2:9][CH2:10][CH2:11][CH2:12][CH2:13][CH2:14][CH2:15][CH2:16][CH2:17][CH2:18][CH2:19][CH2:20][CH2:21][CH2:22][CH2:23][CH2:24][CH3:25].CCCCCC>O1CCCC1>[CH3:4][SiH:5]([CH2:8][CH2:9][CH2:10][CH2:11][CH2:12][CH2:13][CH2:14][CH2:15][CH2:16][CH2:17][CH2:18][CH2:19][CH2:20][CH2:21][CH2:22][CH2:23][CH2:24][CH3:25])[Cl:6]. Procedure: [(CH3)2N--Si--(CH3)--C18H37)CH2 ]2CH2 was prepared as follows. Allylmethyldichlorosilane (0.69 moles, available from the Aldrich Chemical Co., Milwaukee, Wis., USA) was put into a reaction flask with 250 milliliters of tetrahydrofuran (THF). One molar octadecylmagnesium chloride (0.65 moles) in THF was added portionwise to the flask while the mixture was stirred and cooling to a temperature range of about -10° to +5°. The temperature of this mixture was allowed to increase to 24°. Hexane was add... The reactants are NC1=C(C(=O)NO)C=CC=C1 (o-aminobenzohydroxamic acid), COC(OC)(OC)OC (orthocarbonic acid tetramethyl ester). The solvent is CO (methanol). Run at temperature 5 celsius. Product: COC1=NC2=CC=CC=C2C(N1O)=O (2-methoxy-3-hydroxy-3,4-dihyro-4-oxo-quinazoline). Yield: 59.0%. As a reaction SMILES: [NH2:1][C:2]1[CH:11]=[CH:10][CH:9]=[CH:8][C:3]=1[C:4]([NH:6][OH:7])=[O:5].[CH3:12][O:13][C:14](OC)(OC)OC>CO>[CH3:12][O:13][C:14]1[N:6]([OH:7])[C:4](=[O:5])[C:3]2[C:2](=[CH:11][CH:10]=[CH:9][CH:8]=2)[N:1]=1. Reported procedure: A mixture of 22.8 g (0.15 mol) of o-aminobenzohydroxamic acid, 50 ml of methanol and 27.2 g (0.2 mol) of orthocarbonic acid tetramethyl ester was boiled under reflux for 2 hours and was then cooled to 5° C. The product which had crystallized out was filtered off with suction. 17 g (60% of theory) of 2-methoxy-3-hydroxy-3,4-dihyro-4-oxo-quinazoline were obtained in the form of colorless crystals having a melting point of 220° C.